Dataset: the Open Reaction Database (ORD), a public repository of structured organic reaction records. Task: describe an organic reaction: reactants, conditions, products, and yield Yields the product Fc1ccc(Br)c(OC(F)F)c1. As a reaction SMILES: [Br:10][C:11]([C:12]([O:13][CH2:14][CH3:15])=[O:16])([F:17])[F:18].[Br:1][c:2]1[c:3]([OH:9])[cH:4][c:5]([F:8])[cH:6][cH:7]1.[C:19](=[O:20])([O-:21])[O-:22].[CH3:25][C:26](=[O:27])[CH3:28].[K+:23].[K+:24]>>[Br:1][c:2]1[c:3]([O:9][CH:11]([F:17])[F:18])[cH:4][c:5]([F:8])[cH:6][cH:7]1. The reactants are CCOC(=O)C(F)(F)Br, Oc1cc(F)ccc1Br, O=C([O-])[O-], CC(C)=O, [K+], [K+]. Run at temperature 120 celsius, time 8 hour. Reported procedure: A liquid mixture of 0.822 g (1.84 mmol) of the 3-cyano-8-methyl-5-[3-(2-quinolinylmethoxy)benzyloxy]-1,2-dihydroquinolin-2-one obtained in Example 3, 0.359 g (5.52 mmol) of NaN3, 0.295 g (5.52 mmol) of NH4Cl and 20 ml of DMF was stirred at a bath temperature of 120° C. for 8 hours. The solvent was distilled off and the residue was dissolved in a large amount of a CHCl3 --MeOH mixed solvent. The solution was washed with water and then dried over MgSO4. The solvent was distilled off, whereby 0.519... Reactants: C(#N)C=1C(NC2=C(C=CC(=C2C1)OCC1=CC(=CC=C1)OCC1=NC2=CC=CC=C2C=C1)C)=O (3-cyano-8-methyl-5-[3-(2-quinolinylmethoxy)benzyloxy]-1,2-dihydroquinolin-2-one), [N-]=[N+]=[N-].[Na+] (NaN3), [NH4+].[Cl-] (NH4Cl). Yields the product CC=1C=CC(=C2C=C(C(NC12)=O)C1=NN=NN1)OCC1=CC(=CC=C1)OCC1=NC2=CC=CC=C2C=C1 (8-methyl-5-[3-(2-quinolinylmethoxy)benzyloxy]-3-(5-tetrazolyl)-1,2-dihydroquinolin-2-one), powder. Solvent: CN(C)C=O (DMF). The yield is 57.5%. As a reaction SMILES: [C:1]([C:3]1[C:4](=[O:34])[NH:5][C:6]2[C:11]([CH:12]=1)=[C:10]([O:13][CH2:14][C:15]1[CH:20]=[CH:19][CH:18]=[C:17]([O:21][CH2:22][C:23]3[CH:32]=[CH:31][C:30]4[C:25](=[CH:26][CH:27]=[CH:28][CH:29]=4)[N:24]=3)[CH:16]=1)[CH:9]=[CH:8][C:7]=2[CH3:33])#[N:2].[N-:35]=[N+:36]=[N-:37].[Na+].[NH4+].[Cl-]>CN(C=O)C>[CH3:33][C:7]1[CH:8]=[CH:9][C:10]([O:13][CH2:14][C:15]2[CH:20]=[CH:19][CH:18]=[C:17]([O:21][CH2:22][C:23]3[CH:32]=[CH:31][C:30]4[C:25](=[CH:26][CH:27]=[CH:28][CH:29]=4)[N:24]=3)[CH:16]=2)=[C:11]2[C:6]=1[NH:5][C:4](=[O:34])[C:3]([C:1]1[NH:37][N:36]=[N:35][N:2]=1)=[CH:12]2 |f:1.2,3.4|. Starting materials: CN(C(=O)OC(C)(C)C)[C@H]1C[C@@H]([C@H](C1)C1=CC=CC=C1)CN1CCC(CC1)N(CC=C)C(=O)OCC1=CC=C(C=C1)[N+](=O)[O-] (1-(R)-(N-(methyl)-N-(t-butoxycarbonyl)amino)-3-(S)-((4-(N-(4-nitrobenzyloxycarbonyl)-N-(allyl)amino)piperidin-1-yl)methyl)-4-(S)-phenylcyclopentane), C(C1=CC=CC=C1)(=O)Cl (benzoyl chloride). Reported procedure: Using essentially the same procedure as in Example 16, Step A and B but substituting 1-(R)-(N-(methyl)-N-(t-butoxycarbonyl)amino)-3-(S)-((4-(N-(4-nitrobenzyloxycarbonyl)-N-(allyl)amino)piperidin-1-yl)methyl)-4-(S)-phenylcyclopentane from Example 29, Step H in Step A and benzoyl chloride in Step B, the title compound was prepared. Yields the product CN(C(=O)C1=CC=CC=C1)[C@H]1C[C@@H]([C@H](C1)C1=CC=CC=C1)CN1CCC(CC1)N(CC=C)C(=O)OCC1=CC=C(C=C1)[N+](=O)[O-] (1-(R)-(N-(Methyl)-N-(phenylcarbonyl)amino)-3-(S)-((4-(N-(4-nitrobenzyloxycarbonyl)-N-(allyl)amino)piperidin-1-yl)methyl)-4-(S)-phenylcyclopentane). As a reaction SMILES: [CH3:1][N:2]([C@@H:10]1[CH2:14][C@H:13]([C:15]2[CH:20]=[CH:19][CH:18]=[CH:17][CH:16]=2)[C@@H:12]([CH2:21][N:22]2[CH2:27][CH2:26][CH:25]([N:28]([C:32]([O:34][CH2:35][C:36]3[CH:41]=[CH:40][C:39]([N+:42]([O-:44])=[O:43])=[CH:38][CH:37]=3)=[O:33])[CH2:29][CH:30]=[CH2:31])[CH2:24][CH2:23]2)[CH2:11]1)C(OC(C)(C)C)=O.[C:45](Cl)(=[O:52])[C:46]1[CH:51]=[CH:50][CH:49]=[CH:48][CH:47]=1>>[CH3:1][N:2]([C@@H:10]1[CH2:14][C@H:13]([C:15]2[CH:16]=[CH:17][CH:18]=[CH:19][CH:20]=2)[C@@H:12]([CH2:21][N:22]2[CH2:23][CH2:24][CH:25]([N:28]([C:32]([O:34][CH2:35][C:36]3[CH:37]=[CH:38][C:39]([N+:42]([O-:44])=[O:43])=[CH:40][CH:41]=3)=[O:33])[CH2:29][CH:30]=[CH2:31])[CH2:26][CH2:27]2)[CH2:11]1)[C:45]([C:46]1[CH:51]=[CH:50][CH:49]=[CH:48][CH:47]=1)=[O:52]. Starting materials: C(C#C)N1C2=C(NC(C3=C1C=CC=C3)=O)C=CC=N2 (5,11-dihydro-11-(2-propynyl)-6H-pyrido[2,3-b][1,4]benzodiazepin-6-one), crystals, C=O (paraformaldehyde), N1CCCCCC1 (hexahydro-1H-azepine). Yields the product N1(CCCCCC1)CC#CCN1C2=C(NC(C3=C1C=CC=C3)=O)C=CC=N2 (5,11-Dihydro-11-[4-(hexahydro-1H-1-azepinyl)-but-2-ynyl]-6H-pyrido[2,3-b][1,4]benzodiazepin-6-one). Isolated yield 35.0%. Reaction SMILES: [CH2:1]([N:4]1[C:10]2[CH:11]=[CH:12][CH:13]=[CH:14][C:9]=2[C:8](=[O:15])[NH:7][C:6]2[CH:16]=[CH:17][CH:18]=[N:19][C:5]1=2)[C:2]#[CH:3].[CH2:20]=O.[NH:22]1[CH2:28][CH2:27][CH2:26][CH2:25][CH2:24][CH2:23]1>>[N:22]1([CH2:20][C:3]#[C:2][CH2:1][N:4]2[C:10]3[CH:11]=[CH:12][CH:13]=[CH:14][C:9]=3[C:8](=[O:15])[NH:7][C:6]3[CH:16]=[CH:17][CH:18]=[N:19][C:5]2=3)[CH2:28][CH2:27][CH2:26][CH2:25][CH2:24][CH2:23]1. Procedure details: Prepared analogously to Example lb) from 5,11-dihydro-11-(2-propynyl)-6H-pyrido[2,3-b][1,4]benzodiazepin-6-one, paraformaldehyde and hexahydro-1H-azepine in a yield of 35% of theory. Colourless crystals m.p. 157° C. (ethyl acetate).